This data is from the Open Reaction Database (ORD), a public repository of structured organic reaction records. The task is: describe an organic reaction: reactants, conditions, products, and yield The reactants are [N+](=O)([O-])C1=CC=C(COC(=O)N2[C@@H](C[C@@H](C2)SC(C2=CC=CC=C2)(C2=CC=CC=C2)C2=CC=CC=C2)CN2CCN(CC2)C(=O)OCC2=CC=C(C=C2)[N+](=O)[O-])C=C1 ((2S,4S)-1-(4-nitrobenzyloxycarbonyl)-2-[4-(4-nitrobenzyloxycarbonyl)piperazin-1-yl]methyl-4-(triphenylmethylthio)pyrrolidine), SCCO (2-mercaptoethanol). Solvent: C1(=CC=CC=C1)C (toluene), C(C)(=O)OCC (ethyl acetate), FC(C(=O)O)(F)F (trifluoroacetic acid). Run at time 10 minute. The product is S[C@H]1C[C@H](N(C1)C(=O)OCC1=CC=C(C=C1)[N+](=O)[O-])CN1CCN(CC1)C(=O)OCC1=CC=C(C=C1)[N+](=O)[O-] ((2S,4S)-4-mercapto-1-(4-nitrobenzyloxycarbonyl)-2-[4-(4-nitrobenzyloxycarbonyl)-piperazin-1-yl]methylpyrrolidine). Isolated yield 48.3%. RXN SMILES: [N+:1]([C:4]1[CH:58]=[CH:57][C:7]([CH2:8][O:9][C:10]([N:12]2[CH2:16][C@@H:15]([S:17]C(C3C=CC=CC=3)(C3C=CC=CC=3)C3C=CC=CC=3)[CH2:14][C@H:13]2[CH2:37][N:38]2[CH2:43][CH2:42][N:41]([C:44]([O:46][CH2:47][C:48]3[CH:53]=[CH:52][C:51]([N+:54]([O-:56])=[O:55])=[CH:50][CH:49]=3)=[O:45])[CH2:40][CH2:39]2)=[O:11])=[CH:6][CH:5]=1)([O-:3])=[O:2].SCCO>FC(F)(F)C(O)=O.C1(C)C=CC=CC=1.C(OCC)(=O)C>[SH:17][C@@H:15]1[CH2:16][N:12]([C:10]([O:9][CH2:8][C:7]2[CH:57]=[CH:58][C:4]([N+:1]([O-:3])=[O:2])=[CH:5][CH:6]=2)=[O:11])[C@H:13]([CH2:37][N:38]2[CH2:39][CH2:40][N:41]([C:44]([O:46][CH2:47][C:48]3[CH:49]=[CH:50][C:51]([N+:54]([O-:56])=[O:55])=[CH:52][CH:53]=3)=[O:45])[CH2:42][CH2:43]2)[CH2:14]1. Procedure details: To a solution of (2S,4S)-1-(4-nitrobenzyloxycarbonyl)-2-[4-(4-nitrobenzyloxycarbonyl)piperazin-1-yl]methyl-4-(triphenylmethylthio)pyrrolidine (2.76 g) in trifluoroacetic acid (15 ml) was added 2-mercaptoethanol (0.31 ml) under ice-cooling and the mixture was stirred at ambient temperature for 10 minutes. The reaction mixture was concentrated under reduced pressure to give a residue. The residue was dissolved in toluene (20 ml) and the solution was evaporated in vacuo to give a syrup. The syrup w... Reactants: C1CCOC1, CCNc1cc(F)ccc1C=CC(=O)OC, CO, [Li+], [OH-]. Yields the product CCNc1cc(F)ccc1C=CC(=O)O. As a reaction SMILES: [CH2:19]1[O:20][CH2:21][CH2:22][CH2:23]1.[CH3:1][O:2][C:3]([CH:4]=[CH:5][c:6]1[c:7]([NH:13][CH2:14][CH3:15])[cH:8][c:9]([F:12])[cH:10][cH:11]1)=[O:16].[CH3:24][OH:25].[Li+:18].[OH-:17]>>[O:2]=[C:3]([CH:4]=[CH:5][c:6]1[c:7]([NH:13][CH2:14][CH3:15])[cH:8][c:9]([F:12])[cH:10][cH:11]1)[OH:16].